From a dataset of the Open Reaction Database (ORD), a public repository of structured organic reaction records. describe an organic reaction: reactants, conditions, products, and yield As a reaction SMILES: [Br:33][C:34]([Br:35])([Br:36])[Br:37].[CH3:38][C:39]#[N:40].[c:14]1([P:15]([c:16]2[cH:17][cH:18][cH:19][cH:20][cH:21]2)[c:22]2[cH:23][cH:24][cH:25][cH:26][cH:27]2)[cH:28][cH:29][cH:30][cH:31][cH:32]1.[c:1]1(-[c:7]2[c:8]([CH2:12][OH:13])[n:9][cH:10][s:11]2)[cH:2][cH:3][cH:4][cH:5][cH:6]1>>[c:1]1(-[c:7]2[c:8]([CH2:12][Br:33])[n:9][cH:10][s:11]2)[cH:2][cH:3][cH:4][cH:5][cH:6]1. Yields the product BrCc1ncsc1-c1ccccc1. Starting materials: BrC(Br)(Br)Br, CC#N, c1ccc(P(c2ccccc2)c2ccccc2)cc1, OCc1ncsc1-c1ccccc1. Reaction SMILES: [Br:1][c:2]1[cH:3][c:4]([N+:9](=[O:10])[O-:11])[c:5]([NH2:6])[cH:7][cH:8]1.[C:28]([P:29]([C:30]([CH3:31])([CH3:32])[CH3:33])[C:34]([CH3:35])([CH3:36])[CH3:37])([CH3:38])([CH3:39])[CH3:40].[C:41]([P:42]([C:43]([CH3:44])([CH3:45])[CH3:46])[C:47]([CH3:48])([CH3:49])[CH3:50])([CH3:51])([CH3:52])[CH3:53].[CH2:12]([CH2:13][CH2:14][CH3:15])[c:16]1[cH:17][cH:18][c:19]([B:22]([OH:23])[OH:24])[cH:20][cH:21]1.[Cs+:26].[F-:25].[O:54]1[CH2:55][CH2:56][O:57][CH2:58][CH2:59]1.[Pd:27]>>[c:2]1(-[c:19]2[cH:18][cH:17][c:16]([CH2:12][CH2:13][CH2:14][CH3:15])[cH:21][cH:20]2)[cH:3][c:4]([N+:9](=[O:10])[O-:11])[c:5]([NH2:6])[cH:7][cH:8]1. Starting materials: Nc1ccc(Br)cc1[N+](=O)[O-], CC(C)(C)P(C(C)(C)C)C(C)(C)C, CC(C)(C)P(C(C)(C)C)C(C)(C)C, CCCCc1ccc(B(O)O)cc1, [Cs+], [F-], C1COCCO1, [Pd]. The product is CCCCc1ccc(-c2ccc(N)c([N+](=O)[O-])c2)cc1. Procedure: The title compound was prepared according to the procedure described in Example 22, substituting the product of Example 11A for the product of Example 1E and substituting 3-methyl-2-pyridone for 3(2H)-pyridazinone. 1H NMR (500 MHz, CDCl3) δ ppm 8.02 (d, J=8.74 Hz, 1H) 7.89 (d, J=1.87 Hz, 1H) 7.42 (dd, J=8.73, 2.18 Hz, 1H) 7.25-7.31 (m, 2H) 6.18 (t, J=6.86 Hz, 1H) 3.57-3.68 (m, 1H) 3.15-3.25 (m, 1H) 3.02-3.10 (m, 1H) 2.72-2.85 (m, 1H) 2.59-2.68 (m, 1H) 2.44-2.53 (m, 2H) 2.31-2.43 (m, 1H) 2.20 (s,... The reactants are BrC1=CC2=C(N=C(S2)[C@@H]2C[C@H](C2)N2[C@@H](CCC2)C)C=C1 (Trans-6-bromo-2-{3-[(2R)-2-methylpyrrolidin-1-yl]cyclobutyl}-1,3-benzothiazole), CC=1C(NC=CC1)=O (3-methyl-2-pyridone), N=1NC(C=CC1)=O (3(2H)-pyridazinone). Reaction SMILES: Br[C:2]1[CH:20]=[CH:19][C:5]2[N:6]=[C:7]([C@H:9]3[CH2:12][C@H:11]([N:13]4[CH2:17][CH2:16][CH2:15][C@H:14]4[CH3:18])[CH2:10]3)[S:8][C:4]=2[CH:3]=1.[CH3:21][C:22]1[C:23](=[O:28])[NH:24][CH:25]=[CH:26][CH:27]=1.N1NC(=O)C=CC=1>>[CH3:21][C:22]1[C:23](=[O:28])[N:24]([C:2]2[CH:20]=[CH:19][C:5]3[N:6]=[C:7]([C@H:9]4[CH2:12][C@H:11]([N:13]5[CH2:17][CH2:16][CH2:15][C@@H:14]5[CH3:18])[CH2:10]4)[S:8][C:4]=3[CH:3]=2)[CH:25]=[CH:26][CH:27]=1. The product is CC=1C(N(C=CC1)C1=CC2=C(N=C(S2)[C@@H]2C[C@H](C2)N2[C@H](CCC2)C)C=C1)=O (Trans-3-methyl-1-(2-{3-[(2S)-2-methylpyrrolidin-1-yl]cyclobutyl}-1,3-benzothiazol-6-yl)pyridin-2(1H)-one). As a reaction SMILES: [B:19]([O-:20])([O-:36])[O:37][c:21]1[cH:22][cH:23][c:24]([N:27]([CH2:28][CH2:29][O:30][CH2:31][CH2:32][CH3:33])[CH2:34][CH3:35])[cH:25][cH:26]1.[Br:1][c:2]1[cH:3][cH:4][c:5]2[c:6]([cH:18]1)[CH:7]=[C:8]([C:14](=[O:15])[O:16][CH3:17])[CH2:9][CH2:10][N:11]2[CH:12]=[O:13].[C:38](=[O:39])([O-:40])[O-:41].[CH3:124][c:125]1[cH:126][cH:127][cH:128][cH:129][cH:130]1.[CH3:44][CH2:45][OH:46].[K+:42].[K+:43].[cH:47]1[cH:48][cH:49][c:50]([P:51]([Pd:52]([P:53]([c:54]2[cH:55][cH:56][cH:57][cH:58][cH:59]2)([c:60]2[cH:61][cH:62][cH:63][cH:64][cH:65]2)[c:66]2[cH:67][cH:68][cH:69][cH:70][cH:71]2)([P:72]([c:73]2[cH:74][cH:75][cH:76][cH:77][cH:78]2)([c:79]2[cH:80][cH:81][cH:82][cH:83][cH:84]2)[c:85]2[cH:86][cH:87][cH:88][cH:89][cH:90]2)[P:91]([c:92]2[cH:93][cH:94][cH:95][cH:96][cH:97]2)([c:98]2[cH:99][cH:100][cH:101][cH:102][cH:103]2)[c:104]2[cH:105][cH:106][cH:107][cH:108][cH:109]2)([c:110]2[cH:111][cH:112][cH:113][cH:114][cH:115]2)[c:116]2[cH:117][cH:118][cH:119][cH:120][cH:121]2)[cH:122][cH:123]1>>[c:2]1(-[c:21]2[cH:22][cH:23][c:24]([N:27]([CH2:28][CH2:29][O:30][CH2:31][CH2:32][CH3:33])[CH2:34][CH3:35])[cH:25][cH:26]2)[cH:3][cH:4][c:5]2[c:6]([cH:18]1)[CH:7]=[C:8]([C:14](=[O:15])[O:16][CH3:17])[CH2:9][CH2:10][N:11]2[CH:12]=[O:13]. Yields the product CCCOCCN(CC)c1ccc(-c2ccc3c(c2)C=C(C(=O)OC)CCN3C=O)cc1. Starting materials: CCCOCCN(CC)c1ccc(OB([O-])[O-])cc1, COC(=O)C1=Cc2cc(Br)ccc2N(C=O)CC1, O=C([O-])[O-], Cc1ccccc1, CCO, [K+], [K+], c1ccc(P(c2ccccc2)(c2ccccc2)[Pd](P(c2ccccc2)(c2ccccc2)c2ccccc2)(P(c2ccccc2)(c2ccccc2)c2ccccc2)P(c2ccccc2)(c2ccccc2)c2ccccc2)cc1. The reactants are C(C1=CC=CC=C1)Cl (Benzyl chloride), C(=O)([O-])[O-].[K+].[K+] (K2CO3), COC=1C=C2C[C@H](N(CC2=CC1OC)C(=O)OC(C)(C)C)C(=O)O ((S)-1,2,3,4-tetrahydro-6,7-dimethoxy-2-(tert-butyloxycarbonyl)-3-isoquinolinecarboxylic acid), O (water). The reagents and catalysts are [Na+].[I-] (NaI). The solvent is CN(C)C=O (DMF). Conditions: temperature 45 celsius, time 5 hour. Yields the product C(C1=CC=CC=C1)OC(=O)[C@H]1N(CC2=CC(=C(C=C2C1)OC)OC)C(=O)OC(C)(C)C ((S)-1,2,3,4-tetrahydro-6,7-dimethoxy-2-(tert-butyloxycarbonyl)-3-isoquinolinecarboxylic acid benzyl ester). Yield: 93.8%. As a reaction SMILES: [CH2:1](Cl)[C:2]1[CH:7]=[CH:6][CH:5]=[CH:4][CH:3]=1.C([O-])([O-])=O.[K+].[K+].[CH3:15][O:16][C:17]1[CH:18]=[C:19]2[C:24](=[CH:25][C:26]=1[O:27][CH3:28])[CH2:23][N:22]([C:29]([O:31][C:32]([CH3:35])([CH3:34])[CH3:33])=[O:30])[C@H:21]([C:36]([OH:38])=[O:37])[CH2:20]2.O>CN(C=O)C.[Na+].[I-]>[CH2:1]([O:38][C:36]([C@@H:21]1[CH2:20][C:19]2[C:24](=[CH:25][C:26]([O:27][CH3:28])=[C:17]([O:16][CH3:15])[CH:18]=2)[CH2:23][N:22]1[C:29]([O:31][C:32]([CH3:35])([CH3:34])[CH3:33])=[O:30])=[O:37])[C:2]1[CH:7]=[CH:6][CH:5]=[CH:4][CH:3]=1 |f:1.2.3,7.8|. Procedure details: Benzyl chloride (116.4 g, 0.92 mol), powdered K2CO3 solids (87 g, 0.63 mol), NaI (6.0 g, 0.04 mol) and Bu4N+Br− (1.5 g, 0.0046 mol) were added to a solution of crude compound (S)-1,2,3,4-tetrahydro-6,7-dimethoxy-2-(tert-butyloxycarbonyl)-3-isoquinolinecarboxylic acid (297 g, 0.8357 mol) in DMF (890 mL) at 20-25° C. The reaction mixture was stirred at 40-50° C. for 5 h. The reaction mixture then was cooled to 0-5° C., and water (1.78 L) was added in portions (IT<20° C.). The resulting light yello... Starting materials: CC(=O)OO, CC(=O)O, ClC(Cl)Cl, O, O=[N+]([O-])CSc1cc2ccccc2c2ccccc12. The product is O=[N+]([O-])CS(=O)(=O)c1cc2ccccc2c2ccccc12. As a reaction SMILES: [C:1]([O:2][OH:4])(=[O:3])[CH3:5].[CH3:6][C:7](=[O:8])[OH:9].[CH:30]([Cl:31])([Cl:32])[Cl:33].[OH2:29].[cH:10]1[cH:11][cH:12][cH:13][c:14]2[c:15]3[cH:16][cH:17][cH:18][cH:19][c:20]3[c:21]([S:24][CH2:25][N+:26](=[O:27])[O-:28])[cH:22][c:23]12>>[O:3]=[S:24]([c:21]1[c:20]2[c:15]([c:14]3[cH:13][cH:12][cH:11][cH:10][c:23]3[cH:22]1)[cH:16][cH:17][cH:18][cH:19]2)([CH2:25][N+:26](=[O:27])[O-:28])=[O:29].